This data is from the Open Reaction Database (ORD), a public repository of structured organic reaction records. The task is: describe an organic reaction: reactants, conditions, products, and yield Starting materials: [N+](=O)([O-])C=1C=C(C(=CC1F)F)OC(F)(F)F (3-nitro-4,6-difluoro-trifluoromethoxy-benzene), [H][H] (hydrogen), [H][H] (hydrogen). The reagents and catalysts are [Ni] (Raney nickel). Run in O1CCCC1 (tetrahydrofuran). The product is NC=1C=C(C(=CC1F)F)OC(F)(F)F (3-amino-4,6-difluoro-trifluoromethoxy-benzene). Yield: 80.3%. As a reaction SMILES: [N+:1]([C:4]1[CH:5]=[C:6]([O:12][C:13]([F:16])([F:15])[F:14])[C:7]([F:11])=[CH:8][C:9]=1[F:10])([O-])=O.[H][H]>O1CCCC1.[Ni]>[NH2:1][C:4]1[CH:5]=[C:6]([O:12][C:13]([F:15])([F:16])[F:14])[C:7]([F:11])=[CH:8][C:9]=1[F:10]. Reported procedure: In a hydrogenation apparatus, 27 g of 3-nitro-4,6-difluoro-trifluoromethoxy-benzene in 150 ml of tetrahydrofuran are hydrogenated at 30 to 50 bar hydrogen at 25° to 45° C., in the presence of 3 g of Raney nickel. When the hydrogen uptake is complete, the mixture is filtered, and the filtrate is distilled. 19 g of 3-amino-4,6-difluoro-trifluoromethoxy-benzene of a boiling point of 82° to 83° C. at 20 mbar are obtained. Starting materials: N1=CC(=CC=C1)S(=O)(=O)Cl (3-pyridine sulfonyl chloride), [H-].[Na+] (sodium hydride), CC(C(=O)ONC(=O)OC(C)(C)C)C ([(tert-butoxy)carbonyl]amino 2-methylpropanoate). Product: CC(C(=O)ON(S(=O)(=O)C=1C=NC=CC1)C(=O)OC(C)(C)C)C (N-[(tert-butoxy)carbonyl]pyridine-3-sulfonamido 2-methylpropanoate). As a reaction SMILES: [N:1]1[CH:6]=[CH:5][CH:4]=[C:3]([S:7](Cl)(=[O:9])=[O:8])[CH:2]=1.[H-].[Na+].[CH3:13][CH:14]([CH3:26])[C:15]([O:17][NH:18][C:19]([O:21][C:22]([CH3:25])([CH3:24])[CH3:23])=[O:20])=[O:16]>>[CH3:13][CH:14]([CH3:26])[C:15]([O:17][N:18]([C:19]([O:21][C:22]([CH3:23])([CH3:25])[CH3:24])=[O:20])[S:7]([C:3]1[CH:2]=[N:1][CH:6]=[CH:5][CH:4]=1)(=[O:9])=[O:8])=[O:16] |f:1.2|. Procedure details: N-[(tert-Butoxy)carbonyl]pyridine-3-sulfonamido 2-methylpropanoate (78) is synthesised from 3-pyridine sulfonyl chloride, sodium hydride and [(tert-butoxy)carbonyl]amino 2-methylpropanoate according to Scheme 2. (0.6 g, 37%), 1H NMR (500 MHz, CHLOROFORM-d) δ ppm 9.21 (1H, d, 1.6 Hz), 8.89 (1H, dd, 4.7, 1.3 Hz), 8.34 (1H, dd, 7.4, 1.4 Hz), 7.53 (1H, dd, 8.2, 4.9 Hz), 2.84 (1H, sept, 7.0 Hz), 1.42 (9H, s), 1.32 (6H, d, 6.9 Hz). Reactants: C1(=CC=CC=C1)CCCCN1C=C(C2=CC(=CC=C12)C(=O)OC)C=O (methyl 1-(4-phenylbutyl)-3-formylindole-5-carboxylate), C(#N)[BH3-].[Na+] (sodium cyanoborohydride), C(C)(=O)OCC (ethyl acetate). Reagents/catalysts: [I-].[Zn+2].[I-] (zinc iodide). Run in ClCCl (dichloromethane). Conditions: temperature 85 celsius, time 1.5 hour. Product: C1(=CC=CC=C1)CCCCN1C=C(C2=CC(=CC=C12)C(=O)OC)C (Methyl 1-(4-phenylbutyl)-3-methylindole-5-carboxylate). The yield is 79.8%. As a reaction SMILES: [C:1]1([CH2:7][CH2:8][CH2:9][CH2:10][N:11]2[C:19]3[C:14](=[CH:15][C:16]([C:20]([O:22][CH3:23])=[O:21])=[CH:17][CH:18]=3)[C:13]([CH:24]=O)=[CH:12]2)[CH:6]=[CH:5][CH:4]=[CH:3][CH:2]=1.C([BH3-])#N.[Na+].C(OCC)(=O)C>ClCCl.[I-].[Zn+2].[I-]>[C:1]1([CH2:7][CH2:8][CH2:9][CH2:10][N:11]2[C:19]3[C:14](=[CH:15][C:16]([C:20]([O:22][CH3:23])=[O:21])=[CH:17][CH:18]=3)[C:13]([CH3:24])=[CH:12]2)[CH:6]=[CH:5][CH:4]=[CH:3][CH:2]=1 |f:1.2,5.6.7|. Procedure details: A solution of methyl 1-(4-phenylbutyl)-3-formylindole-5-carboxylate (600 mg, 1.79 mmol) in dry dichloromethane (15 ml) was added successively zinc iodide (857 mg, 2.69 mmol) and sodium cyanoborohydride (843 mg, 13.41 mmol). The resulting mixture was left under stirring at 85° C. for 1.5 h. After that the mixture was filtered through celite, washing the solid with dichloromethane (200 ml). The solvent was evaporated off under reduced pressure and the resulting crude was purified by chromatography... The reactants are O.O.O.O.O.O.[N+](=O)([O-])[O-].[Zn+2].[N+](=O)([O-])[O-] (zinc nitrate hexahydrate), cupric nitrate trihydrate. Solvent: O (water), O (water). Conditions: temperature 30 celsius. The product is cupric nitrate, [N+](=O)([O-])[O-].[Zn+2].[N+](=O)([O-])[O-] (zinc nitrate). As a reaction SMILES: O.O.O.O.O.O.[N+:7]([O-:10])([O-:9])=[O:8].[Zn+2:11].[N+:12]([O-:15])([O-:14])=[O:13]>O>[N+:7]([O-:10])([O-:9])=[O:8].[Zn+2:11].[N+:12]([O-:15])([O-:14])=[O:13] |f:0.1.2.3.4.5.6.7.8,10.11.12|. Procedure details: An aqueous solution of cupric nitrate was prepared by dissolving 130 kg of cupric nitrate trihydrate in 946 liters of deionized water, and the solution was maintained at about 30° C. An aqueous solution of zinc nitrate was prepared by dissolving 120 kg of zinc nitrate hexahydrate in 686 liters of deionized water, and the solution was maintained at about 30° C. The reactants are CNC1=NC=NC(=C1)NC1=CC(=CC=C1)C(F)(F)F (N-methyl-N′-(3-trifluoromethyl-phenyl)-pyrimidine-4,6-diamine), ClC1=C(C(=CC=C1)Cl)N=C=O (2,6-dichlorophenyl isocyanate). Run in O1CCOCC1 (dioxane). Conditions: temperature 80 celsius, time 1 hour. The product is ClC1=C(C(=CC=C1)Cl)NC(N(C1=NC=NC(=C1)NC1=CC(=CC=C1)C(F)(F)F)C)=O (3-(2,6-Dichloro-phenyl)-1-methyl-1-[6-(3-trifluoromethyl-phenylamino)-pyrimidin-4-yl]-urea). Reaction SMILES: [CH3:1][NH:2][C:3]1[CH:8]=[C:7]([NH:9][C:10]2[CH:15]=[CH:14][CH:13]=[C:12]([C:16]([F:19])([F:18])[F:17])[CH:11]=2)[N:6]=[CH:5][N:4]=1.[Cl:20][C:21]1[CH:26]=[CH:25][CH:24]=[C:23]([Cl:27])[C:22]=1[N:28]=[C:29]=[O:30]>O1CCOCC1>[Cl:20][C:21]1[CH:26]=[CH:25][CH:24]=[C:23]([Cl:27])[C:22]=1[NH:28][C:29](=[O:30])[N:2]([CH3:1])[C:3]1[CH:8]=[C:7]([NH:9][C:10]2[CH:15]=[CH:14][CH:13]=[C:12]([C:16]([F:19])([F:17])[F:18])[CH:11]=2)[N:6]=[CH:5][N:4]=1. Reported procedure: A mixture of N-methyl-N′-(3-trifluoromethyl-phenyl)-pyrimidine-4,6-diamine (536.5 mg, 2 mmol), 2,6-dichlorophenyl isocyanate (413.6 mg, 2.2 mmol) in dry dioxane (5 mL) is shaken for 1 h at 80° C. After evaporation of the solvent in vacuo, the residue is distributed between ethyl acetate and half-saturated K2CO3 solution. The organic layer is dried over Na2SO4, evaporated, and the residue recrystallized from CH2Cl2/CH3OH. The solid residue is dried in vacuo to afford the title compound. Procedure: For the conversion, a mixture of 1 mL of a buffer (100 mM TEA, pH=7, 10% glycerol, 1 mM ZnCl2), 3 ml 4-methyl-2-pentanol, 1 ml 1-[3,5 bis-(trifluoro-methyl)phenyl]ethane-1-one, 2 mg NAD and 0.7 kU recombinant oxidoreductase from Microbacterium spec. DSMZ 20028 was incubated at room temperature for 24 h with constant thorough mixing. After 24 h, more than 90% of the 1-[3,5 bis-(trifluoro-methyl)phenyl]ethane-1-one used had been reduced to (1S)-1[3,5-bis(trifluoromethyephenyl)ethane-1-ol. Subseque... Reaction conditions: time 24 hour. Solvent: OCC(O)CO (glycerol). Reactants: TEA, CC(CC(C)O)C (4-methyl-2-pentanol), FC(C=1C=C(C=C(C1)C(F)(F)F)C(C)=O)(F)F (1-[3,5 bis-(trifluoro-methyl)phenyl]ethane-1-one), C=1N=C(C2=C(N1)N(C=N2)[C@H]3[C@@H]([C@@H]([C@H](O3)COP(=O)(O)OP(=O)(O)OC[C@@H]4[C@H]([C@H]([C@@H](O4)N5C=CCC(=C5)C(=O)N)O)O)O)O)N (NAD), CC(CC(C)O)C (4-methyl2-pentanol), FC(C=1C=C(C=C(C1)C(F)(F)F)C(C)=O)(F)F (1-[3,5 bis-(trifluoro-methyl)phenyl]ethane-1-one), 3,5-bis(trifluoromethyephenyl)ethane-1-ol. RXN SMILES: CC(C)CC(O)C.[F:8][C:9]([F:24])([F:23])[C:10]1[CH:11]=[C:12]([C:20](=[O:22])[CH3:21])[CH:13]=[C:14]([C:16]([F:19])([F:18])[F:17])[CH:15]=1.C1N=C(N)C2N=CN([C@@H]3O[C@H](COP(OP(OC[C@H]4O[C@@H](N5C=C(C(N)=O)CC=C5)[C@H](O)[C@@H]4O)(O)=O)(O)=O)[C@@H](O)[C@H]3O)C=2N=1>[Cl-].[Cl-].[Zn+2].OCC(CO)O>[F:8][C:9]([F:23])([F:24])[C:10]1[CH:11]=[C:12]([C@@H:20]([OH:22])[CH3:21])[CH:13]=[C:14]([C:16]([F:17])([F:18])[F:19])[CH:15]=1 |f:3.4.5|. The reagents and catalysts are [Cl-].[Cl-].[Zn+2] (ZnCl2). The product is FC(C=1C=C(C=C(C1)C(F)(F)F)[C@H](C)O)(F)F ((1S)-1[3,5-bis(trifluoromethyl)phenyl]ethane-1-ol). As a reaction SMILES: [CH3:23][N:24]([CH3:25])[CH:26]=[O:27].[Cl:14][c:15]1[cH:16][c:17]([CH:18]=[O:19])[cH:20][cH:21][cH:22]1.[H-:1].[Na+:2].[PH:3](=[O:4])([O-:8])[O:9][C:5]([C:6]#[N:7])([CH2:10][CH3:11])[CH2:12][CH3:13]>>[CH:5]([C:6]#[N:7])=[CH:18][c:17]1[cH:16][c:15]([Cl:14])[cH:22][cH:21][cH:20]1. Yields the product N#CC=Cc1cccc(Cl)c1. Starting materials: CN(C)C=O, O=Cc1cccc(Cl)c1, [H-], [Na+], CCC(C#N)(CC)O[PH](=O)[O-]. Starting materials: [H-].[Na+] (NaH), FC1(CCC(CC1)(C(=O)O)O)F (4,4-difluoro-1-hydroxycyclohexanecarboxylic acid), C1CCOC1 (THF), S(=O)(=O)(OC)OC (dimethyl sulfate). Conditions: time 8 hour. The product is FC1(CCC(CC1)(C(=O)OC)OC)F (methyl 4,4-difluoro-1-methoxycyclohexanecarboxylate). RXN SMILES: [H-].[Na+].[F:3][C:4]1([F:14])[CH2:9][CH2:8][C:7](O)([C:10]([OH:12])=[O:11])[CH2:6][CH2:5]1.S([O:20][CH3:21])(OC)(=O)=O.[CH2:22]1COCC1>>[F:3][C:4]1([F:14])[CH2:9][CH2:8][C:7]([O:20][CH3:21])([C:10]([O:12][CH3:22])=[O:11])[CH2:6][CH2:5]1 |f:0.1|. Reported procedure: NaH (60%, 2.2 equiv) was added to a cold (0° C.) stirred solution of 4,4-difluoro-1-hydroxycyclohexanecarboxylic acid (1 equiv) in THF (2 mL) and the mixture was allowed to warm rt (30 min). Then neat dimethyl sulfate (2.4 equiv) was added at 0° C. and the mixture was allowed to warm rt and stirred at rt overnight. Excess Me2SO4 was quenched with TEA and the reaction mixture was acidified with 1 N HCl, extracted with ether to afford methyl 4,4-difluoro-1-methoxycyclohexanecarboxylate which was s...